Dataset: the Open Reaction Database (ORD), a public repository of structured organic reaction records. Task: describe an organic reaction: reactants, conditions, products, and yield Reaction conditions: time 3 hour. Reported procedure: To a solution of 5-fluoro-6-hydroxyindan-1-one ((90), 10.5 g, 63.3 mmol) in chloroform (600 ml) was added NaN3 (12.3 g, 190 mmol), followed by dropwise addition of methanasulfonic acid (33 ml, 506 mmol). Resulting mixture was stirred for 3 hr. The reaction mixture was poured into cold water and extracted with chloroform (3×). Organic extracts were combined and washed with H2O and sat. NaCl, then dried over Na2SO4. Concentration in vacuo gave a mixture of required product and reversed lactam. Pur... Run in C(Cl)(Cl)Cl (chloroform). Reactants: lactam, O (water), FC=1C=C2CCC(C2=CC1O)=O (5-fluoro-6-hydroxyindan-1-one), [N-]=[N+]=[N-].[Na+] (NaN3), acid. Yields the product FC=1C=C2CCNC(C2=CC1O)=O (6-fluoro-7-hydroxy-3,4-dihydroisoquinolin-1(2H)-one). Reaction SMILES: [F:1][C:2]1[CH:3]=[C:4]2[C:8](=[CH:9][C:10]=1[OH:11])[C:7](=[O:12])[CH2:6][CH2:5]2.[N-:13]=[N+]=[N-].[Na+].O>C(Cl)(Cl)Cl>[F:1][C:2]1[CH:3]=[C:4]2[C:8](=[CH:9][C:10]=1[OH:11])[C:7](=[O:12])[NH:13][CH2:6][CH2:5]2 |f:1.2|.